Task: describe an organic reaction: reactants, conditions, products, and yield. Dataset: the Open Reaction Database (ORD), a public repository of structured organic reaction records Starting materials: N#CC=C1c2ccccc2CCc2cc(CBr)ccc21, CCc1[nH]c2ccccc2c1C, [H-], [Na+], CN(C)C=O, O. Product: CCc1c(C)c2ccccc2n1Cc1ccc2c(c1)CCc1ccccc1C2=CC#N. Reaction SMILES: [Br:15][CH2:16][c:17]1[cH:18][c:19]2[c:20]([cH:33][cH:34]1)[C:21](=[CH:30][C:31]#[N:32])[c:22]1[c:23]([cH:26][cH:27][cH:28][cH:29]1)[CH2:24][CH2:25]2.[CH2:1]([CH3:2])[c:3]1[nH:4][c:5]2[cH:6][cH:7][cH:8][cH:9][c:10]2[c:11]1[CH3:12].[H-:13].[Na+:14].[O:36]=[CH:37][N:38]([CH3:39])[CH3:40].[OH2:35]>>[CH2:1]([CH3:2])[c:3]1[n:4]([CH2:16][c:17]2[cH:18][c:19]3[c:20]([cH:33][cH:34]2)[C:21](=[CH:30][C:31]#[N:32])[c:22]2[c:23]([cH:26][cH:27][cH:28][cH:29]2)[CH2:24][CH2:25]3)[c:5]2[cH:6][cH:7][cH:8][cH:9][c:10]2[c:11]1[CH3:12]. Starting materials: BrC1=C(C(=CC=2CCCC(C12)(C)C)C(C)=O)OC (1-(4-bromo-3-methoxy-5,5-dimethyl-5,6,7,8-tetrahydro-naphthalen-2-yl)-ethanone), [BH4-].[Na+] (sodium borohydride). Run in C(C)O (ethanol). The product is BrC1=C(C(=CC=2CCCC(C12)(C)C)C(C)O)OC (1-(4-Bromo-3-methoxy-5,5-dimethyl-5,6,7,8-tetrahydro-naphthalen-2-yl)-ethanol). Reaction SMILES: [Br:1][C:2]1[C:11]2[C:10]([CH3:13])([CH3:12])[CH2:9][CH2:8][CH2:7][C:6]=2[CH:5]=[C:4]([C:14](=[O:16])[CH3:15])[C:3]=1[O:17][CH3:18].[BH4-].[Na+]>C(O)C>[Br:1][C:2]1[C:11]2[C:10]([CH3:13])([CH3:12])[CH2:9][CH2:8][CH2:7][C:6]=2[CH:5]=[C:4]([CH:14]([OH:16])[CH3:15])[C:3]=1[O:17][CH3:18] |f:1.2|. Procedure details: To a solution of 1-(4-bromo-3-methoxy-5,5-dimethyl-5,6,7,8-tetrahydro-naphthalen-2-yl)-ethanone (Compound A-93, 12.1 g, 39 mmol) in ethanol (250 mL) was added sodium borohydride (741 mg, 19.5 mmol). After heating to reflux for 2 h the mixture was cooled to room temperature, quenched with 10% HCl and extracted with diethyl ether. The combined ethereal layers were washed with water, brine, dried (Na2SO4), filtered and concentrated in vacuo to give the title compound as a colorless syrup. The mater... The reactants are ClC=1C(=C(C=C(C1Cl)Cl)N)N (3,4,5-Trichloro-1,2-phenylenediamine), C1(CC1)N=C=S (cyclopropyl isothiocyanate), CC1=CC=C(C=C1)S(=O)(=O)[O-].C[N+]1(CCOCC1)CCN=C=NC2CCCCC2 (1-cyclohexyl-3-(2-morpholinoethyl)carbodiimide metho-p-toluenesulfonate). The solvent is N1=CC=CC=C1 (pyridine). Product: C1(CC1)NC1=NC2=C(N1)C=C(C(=C2Cl)Cl)Cl (2-(Cyclopropylamino)-4,5,6-trichloro-1H-benzimidazole). Isolated yield 83.3%. RXN SMILES: [Cl:1][C:2]1[C:3]([NH2:11])=[C:4]([NH2:10])[CH:5]=[C:6]([Cl:9])[C:7]=1[Cl:8].[CH:12]1([N:15]=[C:16]=S)[CH2:14][CH2:13]1.CC1C=CC(S([O-])(=O)=O)=CC=1.C[N+]1(CCN=C=NC2CCCCC2)CCOCC1>N1C=CC=CC=1>[CH:12]1([NH:15][C:16]2[NH:10][C:4]3[CH:5]=[C:6]([Cl:9])[C:7]([Cl:8])=[C:2]([Cl:1])[C:3]=3[N:11]=2)[CH2:14][CH2:13]1 |f:2.3|. Procedure: 3,4,5-Trichloro-1,2-phenylenediamine (3.02 g, 14.28 mmol), cyclopropyl isothiocyanate (1.53 g, 15.42 mmol), 1-cyclohexyl-3-(2-morpholinoethyl)carbodiimide metho-p-toluenesulfonate (8.24 g, 19.45 mmol) and pyridine (55 mL) were used according to general procedure I. The product was recrystallized from 1,4-dioxane to afford 3.29 g (83%) of a white solid. MS (CI): m/z 274. Anal. Calcd for C10H8Cl3N3-(0.6 C4H8O2): C, 45.21; H, 3.92; N, 12.76. Found C, 45.37; H, 3.91; N, 12.76. The reactants are OC1C(F)(Cl)CCCC1(Cl)Cl, CC(Cl)Cl, O=[Cr](=O)([O-])Cl, c1cc[nH+]cc1. The product is OC1(O)C(F)(Cl)CCCC1(Cl)Cl. As a reaction SMILES: [Cl:1][C:2]1([Cl:11])[CH:3]([OH:10])[C:4]([F:8])([Cl:9])[CH2:5][CH2:6][CH2:7]1.[Cl:23][CH:24]([Cl:25])[CH3:26].[O:12]=[Cr:13]([Cl:14])([O-:15])=[O:16].[nH+:17]1[cH:18][cH:19][cH:20][cH:21][cH:22]1>>[Cl:1][C:2]1([Cl:11])[C:3]([OH:10])([OH:12])[C:4]([F:8])([Cl:9])[CH2:5][CH2:6][CH2:7]1. Reactants: CCOC(=O)N=C=S, COC(=O)c1ccc(NCc2ccc3c(c2)Cc2ccccc2-3)cc1, ClCCl. The product is CCOC(=O)NC(=S)N(Cc1ccc2c(c1)Cc1ccccc1-2)c1ccc(C(=O)OC)cc1. As a reaction SMILES: [CH2:26]([CH3:27])[O:28][C:29](=[O:30])[N:31]=[C:32]=[S:33].[CH3:1][O:2][C:3]([c:4]1[cH:5][cH:6][c:7]([NH:10][CH2:11][c:12]2[cH:13][c:14]3[c:22]([cH:23][cH:24]2)-[c:21]2[c:16]([cH:17][cH:18][cH:19][cH:20]2)[CH2:15]3)[cH:8][cH:9]1)=[O:25].[Cl:34][CH2:35][Cl:36]>>[CH3:1][O:2][C:3]([c:4]1[cH:5][cH:6][c:7]([N:10]([CH2:11][c:12]2[cH:13][c:14]3[c:22]([cH:23][cH:24]2)-[c:21]2[c:16]([cH:17][cH:18][cH:19][cH:20]2)[CH2:15]3)[C:32]([NH:31][C:29]([O:28][CH2:26][CH3:27])=[O:30])=[S:33])[cH:8][cH:9]1)=[O:25]. Starting materials: CC(=O)C (acetone), COC1=NN(C(N1C1=C(SC=C1)C(=O)OC)=O)C (methyl 3-(4,5-dihydro-3-methoxy-1-methyl-5-oxo-1H-1,2,4-triazol-4-yl)-2-thiophenecarboxylate), [H-].C(C(C)C)[Al+]CC(C)C (diisobutylaluminum hydride). Solvent: C(Cl)Cl (methylene chloride), C(Cl)Cl (methylene chloride). Reaction conditions: temperature -78 celsius, time 15 minute. Yields the product OCC=1SC=CC1N1C(N(N=C1OC)C)=O (2,4-dihydro-4-[2-(hydroxymethyl)-3-thienyl]-5-methoxy-2-methyl-3H-1,2,4-triazol-3-one). Yield: 80.6%. As a reaction SMILES: [CH3:1][O:2][C:3]1[N:7]([C:8]2[CH:12]=[CH:11][S:10][C:9]=2[C:13](OC)=[O:14])[C:6](=[O:17])[N:5]([CH3:18])[N:4]=1.[H-].C([Al+]CC(C)C)C(C)C.CC(C)=O>C(Cl)Cl>[OH:14][CH2:13][C:9]1[S:10][CH:11]=[CH:12][C:8]=1[N:7]1[C:3]([O:2][CH3:1])=[N:4][N:5]([CH3:18])[C:6]1=[O:17] |f:1.2|. Procedure details: To a solution of the title compound of Step D (1.8 g) in methylene chloride (23 mL) under N2 at -78° C. was added a solution of diisobutylaluminum hydride (18.3 mL, 1 M) in methylene chloride. The resulting solution was allowed to stir at -78° C. for 15 min, warmed to room temperature and then stirred for 1.5 h. After cooling the reaction mixture to -78° C., acetone was added and after about 10 min, the reaction mixture was quenched with 1N HCl. The reaction mixture was allowed to warm to room t...